This data is from the Open Reaction Database (ORD), a public repository of structured organic reaction records. The task is: describe an organic reaction: reactants, conditions, products, and yield Starting materials: C(=O)(O)[O-].[Na+] (NaHCO3), O.O.[Sn](Cl)Cl (tin-(II)-chloride dihydrate), CO (MeOH), C(=O)(O)[O-].[Na+] (NaHCO3), O.O.[Sn](Cl)Cl (tin-(II)-chloride dihydrate), ClC1=CC=C(C=C1)C=1C=CC(=NC1)C#CC1=CC(=C(C=C1)OCCN1CCCC1)[N+](=O)[O-] (5-(4-chloro-phenyl)-2-[3-nitro-4-(2-pyrrolidin-1-yl-ethoxy)-phenylethynyl]-pyridine). The solvent is CCOC(=O)C (EtOAc). Yields the product ClC1=CC=C(C=C1)C=1C=CC(=NC1)C#CC=1C=CC(=C(C1)N)OCCN1CCCC1 (5-[5-(4-chloro-phenyl)-pyridin-2-ylethynyl]-2-(2-pyrrolidin-1-yl-ethoxy)-phenylamine). Reaction SMILES: C([O-])(O)=O.[Na+].O.O.[Sn](Cl)Cl.[Cl:11][C:12]1[CH:17]=[CH:16][C:15]([C:18]2[CH:19]=[CH:20][C:21]([C:24]#[C:25][C:26]3[CH:31]=[CH:30][C:29]([O:32][CH2:33][CH2:34][N:35]4[CH2:39][CH2:38][CH2:37][CH2:36]4)=[C:28]([N+:40]([O-])=O)[CH:27]=3)=[N:22][CH:23]=2)=[CH:14][CH:13]=1.CO>CCOC(C)=O>[Cl:11][C:12]1[CH:17]=[CH:16][C:15]([C:18]2[CH:19]=[CH:20][C:21]([C:24]#[C:25][C:26]3[CH:31]=[CH:30][C:29]([O:32][CH2:33][CH2:34][N:35]4[CH2:36][CH2:37][CH2:38][CH2:39]4)=[C:28]([NH2:40])[CH:27]=3)=[N:22][CH:23]=2)=[CH:14][CH:13]=1 |f:0.1,2.3.4|. Procedure details: 200 mg (2.5 mmol) NaHCO3 and 300 mg (1.1 mmol) tin-(II)-chloride dihydrate are added to a solution of 100 mg (0.22 mmol) 5-(4-chloro-phenyl)-2-[3-nitro-4-(2-pyrrolidin-1-yl-ethoxy)-phenylethynyl]-pyridine (Example 3.13) in 10 mL EtOAc and the reaction mixture is refluxed for 2 h. To complete the reaction a further 200 mg (2.5 mmol) NaHCO3, 300 mg (1.1 mmol) tin-(II)-chloride dihydrate and 1 mL MeOH are added and the mixture is refluxed for a further 2 h. After cooling, 4 g of silica gel are adde... Reactants: CC(=O)N1CCc2cc(CC(C)Br)cc(C#N)c21, CCOCCOCCO, [N-]=[N+]=[N-], [Na+], O. The product is CC(=O)N1CCc2cc(CC(C)N=[N+]=[N-])cc(C#N)c21. RXN SMILES: [C:1]([CH3:2])(=[O:3])[N:4]1[CH2:5][CH2:6][c:7]2[cH:8][c:9]([CH2:15][CH:16]([CH3:17])[Br:18])[cH:10][c:11]([C:13]#[N:14])[c:12]21.[CH2:23]([O:24][CH2:25][CH2:26][O:27][CH2:28][CH2:29][OH:30])[CH3:31].[N-:20]=[N+:21]=[N-:22].[Na+:19].[OH2:32]>>[C:1]([CH3:2])(=[O:3])[N:4]1[CH2:5][CH2:6][c:7]2[cH:8][c:9]([CH2:15][CH:16]([CH3:17])[N:20]=[N+:21]=[N-:22])[cH:10][c:11]([C:13]#[N:14])[c:12]21. The reactants are C1(CC1)NC(=O)NC1=CC=C(C=C1)C1=NC(=CC(=N1)C(=O)OC)N1[C@H](COCC1)C (Methyl 2-[4-(cyclopropylcarbamoylamino)phenyl]-6-[(3S)-3-methylmorpholin-4-yl]pyrimidine-4-carboxylate), [OH-].[Na+] (sodium hydroxide), C1CCOC1 (THF), [OH-].[Na+] (sodium hydroxide). Run in O (water). Conditions: time 1 hour. Product: C1(CC1)NC(=O)NC1=CC=C(C=C1)C1=NC(=CC(=N1)C(=O)O)N1[C@H](COCC1)C (2-[4-(Cyclopropylcarbamoylamino)phenyl]-6-[(3S)-3-methylmorpholin-4-yl]pyrimidine-4-carboxylic acid). Yield: 103.5%. As a reaction SMILES: [CH:1]1([NH:4][C:5]([NH:7][C:8]2[CH:13]=[CH:12][C:11]([C:14]3[N:19]=[C:18]([C:20]([O:22]C)=[O:21])[CH:17]=[C:16]([N:24]4[CH2:29][CH2:28][O:27][CH2:26][C@@H:25]4[CH3:30])[N:15]=3)=[CH:10][CH:9]=2)=[O:6])[CH2:3][CH2:2]1.[OH-].[Na+].C1COCC1>O>[CH:1]1([NH:4][C:5]([NH:7][C:8]2[CH:13]=[CH:12][C:11]([C:14]3[N:19]=[C:18]([C:20]([OH:22])=[O:21])[CH:17]=[C:16]([N:24]4[CH2:29][CH2:28][O:27][CH2:26][C@@H:25]4[CH3:30])[N:15]=3)=[CH:10][CH:9]=2)=[O:6])[CH2:3][CH2:2]1 |f:1.2|. Procedure details: Methyl 2-[4-(cyclopropylcarbamoylamino)phenyl]-6-[(3S)-3-methylmorpholin-4-yl]pyrimidine-4-carboxylate (350 mg) was dissolved in water (15 mL) containing sodium hydroxide (67 mg) and the reaction was allowed to stir at RT for 1 h. A further 2 equivalents of sodium hydroxide were added along with THF (3 mL). The reaction was stirred for another 1 h then the THF removed under reduced pressure and the aqueous solution partitioned with ethyl acetate (15 mL). The aqueous layer was acidified with conc... The reactants are solution, [Al](C)(C)C (Al(CH3)3), ClC1=NC=CC(=C1)C#N (2-chloropyridine-4-carbonitrile), [Cl-].[NH4+] (ammonium chloride), CO (methanol). Solvent: C1(=CC=CC=C1)C (toluene), C1(=CC=CC=C1)C (toluene). Yields the product ClC1=NC=CC(=C1)C(N)=N (2-chloropyridine-4-carboximidamide). As a reaction SMILES: [Cl-].[NH4+:2].[Al](C)(C)C.[Cl:7][C:8]1[CH:13]=[C:12]([C:14]#[N:15])[CH:11]=[CH:10][N:9]=1.CO>C1(C)C=CC=CC=1>[Cl:7][C:8]1[CH:13]=[C:12]([C:14](=[NH:2])[NH2:15])[CH:11]=[CH:10][N:9]=1 |f:0.1|. Reported procedure: To a suspension of ammonium chloride (10.7 g, 200 mmol) in 250 mL of dry toluene. was added a 2 M solution of Al(CH3)3 (100 mL, 200 mmol) in toluene dropwise under nitrogen at 0° C. The resulting reaction mixture was stirred at rt until no more evolution of gas was observed and then 2-chloropyridine-4-carbonitrile (13.86 g, 100 mmol) was added. The mixture was stirred at 90° C. overnight. It was then cooled down to 0° C. and 300 mL of methanol were added with subsequent stirring for 1 h at rt. A...